Dataset: the Open Reaction Database (ORD), a public repository of structured organic reaction records. Task: describe an organic reaction: reactants, conditions, products, and yield The reactants are FC1=CC=C(C=C1)C1(OC(C2=C1C=NC=C2)=O)CC(C)C (3-(4-fluorophenyl)-3-isobutylfuro[3,4-c]pyridin-1(3H)-one), Cl (HCl). Solvent: ClCCl (dichloromethane), C(C)OCC (diethyl ether). Reaction conditions: temperature 0 celsius, time 40 minute. Yields the product FC1=CC=C(C=C1)C1(OC(C2=C1CNCC2)=O)CC(C)C (3-(4-fluorophenyl)-3-isobutyl-4,5,6,7-tetrahydrofuro[3,4-c]pyridin-1(3H)-one). Yield: 53.2%. As a reaction SMILES: [F:1][C:2]1[CH:7]=[CH:6][C:5]([C:8]2([CH2:18][CH:19]([CH3:21])[CH3:20])[C:12]3[CH:13]=[N:14][CH:15]=[CH:16][C:11]=3[C:10](=[O:17])[O:9]2)=[CH:4][CH:3]=1.Cl>ClCCl.C(OCC)C>[F:1][C:2]1[CH:3]=[CH:4][C:5]([C:8]2([CH2:18][CH:19]([CH3:21])[CH3:20])[C:12]3[CH2:13][NH:14][CH2:15][CH2:16][C:11]=3[C:10](=[O:17])[O:9]2)=[CH:6][CH:7]=1. Procedure: To a solution of 3-(4-fluorophenyl)-3-isobutylfuro[3,4-c]pyridin-1(3H)-one (296 mg, 1.04 mmol) in dichloromethane (5 mL) at 0° C. was added 1 N HCl in diethyl ether. The reaction mixture was stirred at 0° C. for 40 min., then filtered and the precipitated hydrochloride salt dried in high vacuo for 1 hour. The precipitate was re-dissolved in ethanol (10 mL), PtO2 (40 mg) was added, and the reaction mixture was hydrogenated at 40 psi for 30 min. The mixture was filtered through a pad of diatomaceo... Reactants: [H-].[Na+] (sodium hydride), C(#N)CP(OCC)(OCC)=O (diethyl cyanomethylphosphonate), OCC1(CCC(CC1)=O)N1C=NC=2C1=C1C(=NC2)C=CS1 (4-(hydroxymethyl)-4-(1H-imidazo[4,5-d]thieno[3,2-b]pyridin-1-yl)cyclohexanone). Solvent: O1CCCC1 (tetrahydrofuran), CN(C=O)C (N,N-dimethylformamide). Run at time 8 hour. Yields the product OCC1(CCC(CC1)=CC#N)N1C=NC=2C1=C1C(=NC2)C=CS1 ([4-(Hydroxymethyl)-4-(1H-imidazo[4,5-d]thieno[3,2-b]pyridin-1-yl)cyclohexylidene]acetonitrile). Yield: 30.8%. As a reaction SMILES: [C:1]([CH2:3]P(=O)(OCC)OCC)#[N:2].[H-].[Na+].[OH:14][CH2:15][C:16]1([N:23]2[C:27]3=[C:28]4[S:34][CH:33]=[CH:32][C:29]4=[N:30][CH:31]=[C:26]3[N:25]=[CH:24]2)[CH2:21][CH2:20][C:19](=O)[CH2:18][CH2:17]1>O1CCCC1.CN(C)C=O>[OH:14][CH2:15][C:16]1([N:23]2[C:27]3=[C:28]4[S:34][CH:33]=[CH:32][C:29]4=[N:30][CH:31]=[C:26]3[N:25]=[CH:24]2)[CH2:21][CH2:20][C:19](=[CH:3][C:1]#[N:2])[CH2:18][CH2:17]1 |f:1.2|. Procedure: To a solution of diethyl cyanomethylphosphonate (38.6 mg, 0.218 mmol) in tetrahydrofuran (0.5 mL) stirring at about 0° C. was added sodium hydride (10.5 mg, 0.262 mmol). To this was added a solution of 4-(hydroxymethyl)-4-(1H-imidazo[4,5-d]thieno[3,2-b]pyridin-1-yl)cyclohexanone (56 mg, 0.18 mmol) in N,N-dimethylformamide (0.45 mL). The mixture was allowed to warm to room temperature and stirred overnight. The reaction was quenched with water, causing formation of solids. The solids were filtere... Reactants: IC1=C(C=CC=C1)C(F)(F)F (2-iodobenzotrifluoride), C(=O)(O)C1=CC=C(C=C1)B(O)O (4-carboxybenzeneboronic acid), C(=O)([O-])[O-].[Na+].[Na+] (Na2CO3), O1CCOCC1 (p-dioxane). The reagents and catalysts are C(C)(=O)[O-].[Pd+2].C(C)(=O)[O-] (palladium (II) acetate). Run in O (water). Run at time 16 hour. The product is FC(C1=C(C=CC=C1)C1=CC=C(C(=O)O)C=C1)(F)F (4-(2-trifluoromethylphenyl)benzoic acid). As a reaction SMILES: [C:1]([C:4]1[CH:9]=[CH:8][C:7](B(O)O)=[CH:6][CH:5]=1)([OH:3])=[O:2].C([O-])([O-])=O.[Na+].[Na+].O1CCOCC1.I[C:26]1[CH:31]=[CH:30][CH:29]=[CH:28][C:27]=1[C:32]([F:35])([F:34])[F:33]>O.C([O-])(=O)C.[Pd+2].C([O-])(=O)C>[F:33][C:32]([F:35])([F:34])[C:27]1[CH:28]=[CH:29][CH:30]=[CH:31][C:26]=1[C:7]1[CH:8]=[CH:9][C:4]([C:1]([OH:3])=[O:2])=[CH:5][CH:6]=1 |f:1.2.3,7.8.9|. Procedure: To a solution of 4-carboxybenzeneboronic acid (1.218 g, 7.340 mmol) and Na2CO3 (2.40 g, 22.6 mmol) in water (75 mL) was added p-dioxane (75 mL). This mixture was treated sequentially with 2-iodobenzotrifluoride (1.05 mL, 7.48 mmol) and palladium (II) acetate (151 mg, 0.673 mmol) and allowed to stir at ambient temperature for 16 hours. The solvent was evaporated in vacuo. To the residue was added EtOAc (400 mL) and water (300 mL). The aqueous layer was acidified to pH 1 with 1.0 N aq. HCl and the... Starting materials: ( s ), EtOAc hexanes, ClC1=NC=CC(=N1)Cl (2,4-dichloropyrimidine), C(#C)C1=CC=C(C=C1)F (1-ethynyl-4-fluorobenzene), ( w ), Example 2, ( w ). The product is ClC1=NC=CC(=N1)C#CC1=CC=C(C=C1)F (2-Chloro-4-(4-fluoro-phenylethynyl)-pyrimidine). RXN SMILES: [Cl:1][C:2]1[N:7]=[C:6](Cl)[CH:5]=[CH:4][N:3]=1.[C:9]([C:11]1[CH:16]=[CH:15][C:14]([F:17])=[CH:13][CH:12]=1)#[CH:10]>>[Cl:1][C:2]1[N:7]=[C:6]([C:10]#[C:9][C:11]2[CH:16]=[CH:15][C:14]([F:17])=[CH:13][CH:12]=2)[CH:5]=[CH:4][N:3]=1. Procedure: The title compound was prepared from 2,4-dichloropyrimidine and 1-ethynyl-4-fluorobenzene using methods analogous to those described in Example 2 (65%). TLC (25% EtOAc/hexanes): Rf=0.21. mp 125-126° C. IR: 3049 (w), 2210 (w), 1559 (s). 1H NMR (CDCl3): 8.61 (d, J=5.0 Hz, 1H), 7.70-7.60 (m, 2H), 7.38 (d, J=5.0 Hz, 1H), 7.13-7.06 (m, 2H). 13C NMR (CDCl3): 163.99 (d, JC-F=252 Hz), 161.86, 159.66, 153.39, 134.96 (d, JC-F=8.6 Hz), 121.77, 116.96 (d, JC-F=3.4 Hz), 116.40 (d, JC-F=22 Hz), 95.27, 85.89. ...